Task: describe an organic reaction: reactants, conditions, products, and yield. Dataset: the Open Reaction Database (ORD), a public repository of structured organic reaction records The reactants are C\C(=C/COC1=CC(=C(C(=O)OC)C=C1)O)\CCC=C(C)C (methyl 4-{(2E)-3,7-dimethylocta-2,6-dienyloxy}-2-hydroxybenzoate), aqueous solution, [OH-].[K+] (potassium hydroxide). Solvent: CO (methanol). The product is C\C(=C/COC1=CC(=C(C(=O)O)C=C1)O)\CCC=C(C)C (4-{(2E)-3,7-dimethylocta-2,6-dienyloxy}-2-hydroxybenzoic acid). Isolated yield 75.6%. RXN SMILES: [CH3:1]/[C:2](/[CH2:17][CH2:18][CH:19]=[C:20]([CH3:22])[CH3:21])=[CH:3]\[CH2:4][O:5][C:6]1[CH:15]=[CH:14][C:9]([C:10]([O:12]C)=[O:11])=[C:8]([OH:16])[CH:7]=1.[OH-].[K+]>CO>[CH3:1]/[C:2](/[CH2:17][CH2:18][CH:19]=[C:20]([CH3:22])[CH3:21])=[CH:3]\[CH2:4][O:5][C:6]1[CH:15]=[CH:14][C:9]([C:10]([OH:12])=[O:11])=[C:8]([OH:16])[CH:7]=1 |f:1.2|. Reported procedure: In methanol was dissolved 18.1 g (59.5 mmol) of methyl 4-{(2E)-3,7-dimethylocta-2,6-dienyloxy}-2-hydroxybenzoate, and 30 ml of an aqueous solution of 8.35 g (148 mmol) of potassium hydroxide was added thereto, followed by heating under reflux for 5 hours. Methanol was evaporated, and a 12% hydrochloric acid aqueous solution added to the residue, followed by extraction with ethyl acetate. The organic layer was washed successively with water and a saturated aqueous solution of sodium chloride and ... Starting materials: ClC1=C(C(=CC=C1)Cl)O (2,6-dichlorophenol), [N+](=O)(O)[O-] (nitric acid). The solvent is C(C)(=O)O (acetic acid). Yields the product ClC1=C(C(=CC(=C1)[N+](=O)[O-])Cl)O (2,6-dichloro-4-nitrophenol). Reaction SMILES: [Cl:1][C:2]1[CH:7]=[CH:6][CH:5]=[C:4]([Cl:8])[C:3]=1[OH:9].[N+:10]([O-])([OH:12])=[O:11]>C(O)(=O)C>[Cl:1][C:2]1[CH:7]=[C:6]([N+:10]([O-:12])=[O:11])[CH:5]=[C:4]([Cl:8])[C:3]=1[OH:9]. Reported procedure: To 31 g of 2,6-dichlorophenol in 120 ml acetic acid cooled in an ice bath is added over 5 minutes 50 ml of 70% nitric acid. After stirring an hour at room temperature, the mixture is purged with nitrogen, then poured into water, filtered; the product is washed with water and dried in vacuo to give 2,6-dichloro-4-nitrophenol. NMR (CD3OD): δ8.2(s). Reactants: Cl.ClCCC1CCN(CC1)CC1=CC=CC=C1 (4-(2-chloroethyl)-1-(phenylmethyl)piperidine hydrochloride), CC=1C=C2C3(C(NC2=CC1)=O)OCCO3 (5'-Methyl-spiro[1,3-dioxolane-2,3'-[3H]indol]-2'(1'H)-one), [H-].[Na+] (sodium hydride). Run in CN(C)C=O (DMF), CN(C)C=O (DMF), CN(C)C=O (DMF). Run at temperature 80 celsius, time 20 minute. Product: CC=1C=C2C3(C(N(C2=CC1)CCC1CCN(CC1)CC1=CC=CC=C1)=O)OCCO3 (5'-Methyl-1'-[2-[1-(phenylmethyl)-4-piperidinyl]ethyl]spiro[1,3-dioxolane-2,3'-[3H]-indol]-2'(1'H)-one). Isolated yield 53.0%. Reaction SMILES: [CH3:1][C:2]1[CH:3]=[C:4]2[C:8](=[CH:9][CH:10]=1)[NH:7][C:6](=[O:11])[C:5]12[O:15][CH2:14][CH2:13][O:12]1.[H-].[Na+].Cl.Cl[CH2:20][CH2:21][CH:22]1[CH2:27][CH2:26][N:25]([CH2:28][C:29]2[CH:34]=[CH:33][CH:32]=[CH:31][CH:30]=2)[CH2:24][CH2:23]1>CN(C=O)C>[CH3:1][C:2]1[CH:3]=[C:4]2[C:8](=[CH:9][CH:10]=1)[N:7]([CH2:20][CH2:21][CH:22]1[CH2:23][CH2:24][N:25]([CH2:28][C:29]3[CH:30]=[CH:31][CH:32]=[CH:33][CH:34]=3)[CH2:26][CH2:27]1)[C:6](=[O:11])[C:5]12[O:12][CH2:13][CH2:14][O:15]1 |f:1.2,3.4|. Reported procedure: 5'-Methyl-spiro[1,3-dioxolane-2,3'-[3H]indol]-2'(1'H)-one (1 equivalent) in dry DMF (5 ml) was added dropwise to sodium hydride (3 equivalents) in dry DMF (2 ml) at 0° C. After 20 minutes, a solution of 4-(2-chloroethyl)-1-(phenylmethyl)piperidine hydrochloride (1.5 equivalents) in dry DMF (15 ml) was slowly added. The mixture was heated to 80° C., stirred at this temperature for 3 hours, and then left at RT overnight. The mixture was evaporated to dryness under reduced pressure and the residue ... Starting materials: BrCCCCOC1=CC2=C(C(=NS2)C2=CC=C(C=C2)F)C=C1 (6-(4-Bromo-butoxy)-3-(4-fluoro-phenyl)-benzo[d]isothiazole), COCCNCC (N-(2-Methoxyethyl)ethylamine). Yields the product C(C)N(CCOC)CCCCOC1=CC2=C(C(=NS2)C2=CC=C(C=C2)F)C=C1 (Ethyl-{4-[3-(4-fluoro-phenyl)-benzo[d]isothiazol-6-yloxy]-butyl}-(2-methoxy-ethyl)-amine). Reaction SMILES: Br[CH2:2][CH2:3][CH2:4][CH2:5][O:6][C:7]1[CH:22]=[CH:21][C:10]2[C:11]([C:14]3[CH:19]=[CH:18][C:17]([F:20])=[CH:16][CH:15]=3)=[N:12][S:13][C:9]=2[CH:8]=1.[CH3:23][O:24][CH2:25][CH2:26][NH:27][CH2:28][CH3:29]>>[CH2:28]([N:27]([CH2:2][CH2:3][CH2:4][CH2:5][O:6][C:7]1[CH:22]=[CH:21][C:10]2[C:11]([C:14]3[CH:19]=[CH:18][C:17]([F:20])=[CH:16][CH:15]=3)=[N:12][S:13][C:9]=2[CH:8]=1)[CH2:26][CH2:25][O:24][CH3:23])[CH3:29]. Procedure details: In analogy to example 3.1, 6-(4-Bromo-butoxy)-3-(4-fluoro-phenyl)-benzo[d]isothiazole and N-(2-Methoxyethyl)ethylamine were converted to yield Ethyl-{4-[3-(4-fluoro-phenyl)-benzo[d]isothiazol-6-yloxy]-butyl}-(2-methoxy-ethyl)-amine which was transferred into its salt by treatment with formic acid, MS: 403 (MH+). Reactants: O.O.[Sn](Cl)(Cl)(Cl)Cl (tin chloride dihydrate), CS(=O)(=O)C1=CC=C(C=C1)O (4-(methanesulfonyl)phenol), C([O-])([O-])=O.[Cs+].[Cs+] (cesium carbonate), C(C)(=O)N1C(CC(C1)C)C1=CC(=C(C=C1F)NC(=O)C1=NC=CC=C1)[N+](=O)[O-] (N-(4-(1-acetyl-4-methylpyrrolidin-2-yl)-5-fluoro-2-nitrophenyl)pyridine-2-carboxamide). Solvent: C(C)(=O)OCC (ethyl acetate), CN1C(CCC1)=O (N-methyl-pyrrolidinone). Conditions: temperature 90 celsius, time 1 hour. Product: C(C)(=O)N1C(CC(C1)C)C=1C(=CC2=C(NC(=N2)C2=NC=CC=C2)C1)OC1=CC=C(C=C1)S(=O)(=O)C (6-(1-acetyl-4-methylpyrrolidin-2-yl)-5-(4-(methanesulfonyl)phenoxy)-2-pyridin-2-yl-1H-benzimidazole). RXN SMILES: [CH3:1][S:2]([C:5]1[CH:10]=[CH:9][C:8]([OH:11])=[CH:7][CH:6]=1)(=[O:4])=[O:3].C(=O)([O-])[O-].[Cs+].[Cs+].[C:18]([N:21]1[CH2:25][CH:24]([CH3:26])[CH2:23][CH:22]1[C:27]1[C:32](F)=[CH:31][C:30]([NH:34][C:35]([C:37]2[CH:42]=[CH:41][CH:40]=[CH:39][N:38]=2)=O)=[C:29]([N+:43]([O-])=O)[CH:28]=1)(=[O:20])[CH3:19].O.O.[Sn](Cl)(Cl)(Cl)Cl>C(OCC)(=O)C.CN1CCCC1=O>[C:18]([N:21]1[CH2:25][CH:24]([CH3:26])[CH2:23][CH:22]1[C:27]1[C:32]([O:11][C:8]2[CH:9]=[CH:10][C:5]([S:2]([CH3:1])(=[O:3])=[O:4])=[CH:6][CH:7]=2)=[CH:31][C:30]2[N:34]=[C:35]([C:37]3[CH:42]=[CH:41][CH:40]=[CH:39][N:38]=3)[NH:43][C:29]=2[CH:28]=1)(=[O:20])[CH3:19] |f:1.2.3,5.6.7|. Reported procedure: 13.4 mg of 4-(methanesulfonyl)phenol and 44.9 mg of cesium carbonate were added in order to an N-methyl-pyrrolidinone (2 ml) solution of 15 mg of N-(4-(1-acetyl-4-methylpyrrolidin-2-yl)-5-fluoro-2-nitrophenyl)pyridine-2-carboxamide, and the reaction liquid was stirred at 90° C. for 1 hour. 43.8 mg of tin chloride dihydrate was added to the reaction liquid, then heated up to 100° C. and stirred for 2 hours. The reaction liquid was dissolved in ethyl acetate, washed with aqueous saturated sodium b... Starting materials: CC(C(=O)O)(CC1=CC=C(C=C1)OCC(NCCC1=CC=C(C=C1)OC1=CC=CC=C1)=O)OC1=CC=CC=C1 (2-Methyl-2-phenoxy-3-(4-{[2-(4-phenoxy-phenyl)-ethylcarbamoyl]-methoxy}-phenyl)-propionic acid), C(C)OC(C(CC1=CC=C(C=C1)O)(OC1=CC=C(C=C1)OC(F)(F)F)C)=O (3-(4-Hydroxy-phenyl)-2-methyl-2-(4-trifluoromethoxy-phenoxy)-propionic acid ethyl ester). Product: CC(C(=O)O)(CC1=CC=C(C=C1)OCC(NCCC1=CC=C(C=C1)OC1=CC=CC=C1)=O)OC1=CC=C(C=C1)OC(F)(F)F (2-Methyl-3-(4-{[2-(4-phenoxy-phenyl)-ethylcarbamoyl]-methoxy}-phenyl)-2-(4-trifluoromethoxy-phenoxy)-propionic acid). As a reaction SMILES: [CH3:1][C:2]([O:33][C:34]1[CH:39]=[CH:38][CH:37]=[CH:36][CH:35]=1)([CH2:6][C:7]1[CH:12]=[CH:11][C:10]([O:13][CH2:14][C:15](=[O:32])[NH:16][CH2:17][CH2:18][C:19]2[CH:24]=[CH:23][C:22]([O:25][C:26]3[CH:31]=[CH:30][CH:29]=[CH:28][CH:27]=3)=[CH:21][CH:20]=2)=[CH:9][CH:8]=1)[C:3]([OH:5])=[O:4].C(OC(=O)C(C)(OC1C=CC([O:60][C:61]([F:64])([F:63])[F:62])=CC=1)CC1C=CC(O)=CC=1)C>>[CH3:1][C:2]([O:33][C:34]1[CH:35]=[CH:36][C:37]([O:60][C:61]([F:64])([F:63])[F:62])=[CH:38][CH:39]=1)([CH2:6][C:7]1[CH:8]=[CH:9][C:10]([O:13][CH2:14][C:15](=[O:32])[NH:16][CH2:17][CH2:18][C:19]2[CH:24]=[CH:23][C:22]([O:25][C:26]3[CH:27]=[CH:28][CH:29]=[CH:30][CH:31]=3)=[CH:21][CH:20]=2)=[CH:11][CH:12]=1)[C:3]([OH:5])=[O:4]. Reported procedure: The title compound was prepared using same method for 2-Methyl-2-phenoxy-3-(4-{[2-(4-phenoxy-phenyl)-ethylcarbamoyl]-methoxy}-phenyl)-propionic acid from 3-(4-Hydroxy-phenyl)-2-methyl-2-(4-trifluoromethoxy-phenoxy)-propionic acid ethyl ester. The reactants are NC1=C(C(=CC=C1Br)OC)NC(C1=CC=C(C=C1)C(C)C)=O (N-(2-amino-3-bromo-6-methoxy-phenyl)-4-isopropyl-benzamide), C(C)(=O)OCC (ethyl acetate). Solvent: C(C)(=O)O (acetic acid). Product: BrC1=CC=C(C=2NC(=NC21)C2=CC=C(C=C2)C(C)C)OC (4-Bromo-2-(4-isopropyl-phenyl)-7-methoxy-1H-benzoimidazole). Yield: 81.7%. RXN SMILES: [NH2:1][C:2]1[C:7]([Br:8])=[CH:6][CH:5]=[C:4]([O:9][CH3:10])[C:3]=1[NH:11][C:12](=O)[C:13]1[CH:18]=[CH:17][C:16]([CH:19]([CH3:21])[CH3:20])=[CH:15][CH:14]=1.C(OCC)(=O)C>C(O)(=O)C>[Br:8][C:7]1[C:2]2[N:1]=[C:12]([C:13]3[CH:18]=[CH:17][C:16]([CH:19]([CH3:21])[CH3:20])=[CH:15][CH:14]=3)[NH:11][C:3]=2[C:4]([O:9][CH3:10])=[CH:5][CH:6]=1. Procedure details: A solution of 1.44 g (3.97 mmol) N-(2-amino-3-bromo-6-methoxy-phenyl)-4-isopropyl-benzamide in 25 ml glacial acetic acid is stirred at 100° C. for 3 h. The reaction mixture is cooled to room temperature 200 ml ethyl acetate is added. The solution is washed with 4N NaOH (2×) and with water and brine, dried over MgSO4, filtered and concentrated in vacuo. The residue is purified by flash-chromatography on silica gel (hexane:EtOAc=2:1) to afford 1.12 g of the title compound as slightly reddish solid... Starting materials: CC=1C=C(C(=O)O)C=CC1C(=O)N1CCCC1 (3-methyl-4-(pyrrolidin-1-ylcarbonyl)benzoic acid), CN(C)C(=[N+](C)C)ON1C2=C(C=CC=C2)N=N1.[B-](F)(F)(F)F (TBTU), C(C)(C)N(CC)C(C)C (diisopropylethylamine), ClC1=CC2=C(NC(=N2)C(C(C)(C)OC)N)C=C1 (1-(5-chloro-1H-benzimidazol-2-yl)-2-methoxy-2-methylpropylamine), ClCl (chlorine), C25H29ClN4O3, ClCl (chlorine). Solvent: O1CCCC1 (tetrahydrofuran), ClCCl.C(C)O (dichloromethane ethanol). The product is ClC1=CC2=C(NC(=N2)C(C(C)(C)OC)NC(C2=CC(=C(C=C2)C(=O)N2CCCC2)C)=O)C=C1 (rac.-N-[1-(5-chloro-1H-benzimidazol-2-yl)-2-methoxy-2-methylpropyl]-3-methyl-4-(pyrrolidin-1-ylcarbonyl)benzamide). Isolated yield 76.0%. As a reaction SMILES: [CH3:1][C:2]1[CH:3]=[C:4]([CH:8]=[CH:9][C:10]=1[C:11]([N:13]1[CH2:17][CH2:16][CH2:15][CH2:14]1)=[O:12])[C:5]([OH:7])=O.CN(C(ON1N=NC2C=CC=CC1=2)=[N+](C)C)C.[B-](F)(F)(F)F.C(N(C(C)C)CC)(C)C.[Cl:49][C:50]1[CH:65]=[CH:64][C:53]2[NH:54][C:55]([CH:57]([NH2:63])[C:58]([O:61][CH3:62])([CH3:60])[CH3:59])=[N:56][C:52]=2[CH:51]=1.ClCl>O1CCCC1.ClCCl.C(O)C>[Cl:49][C:50]1[CH:65]=[CH:64][C:53]2[NH:54][C:55]([CH:57]([NH:63][C:5](=[O:7])[C:4]3[CH:8]=[CH:9][C:10]([C:11]([N:13]4[CH2:17][CH2:16][CH2:15][CH2:14]4)=[O:12])=[C:2]([CH3:1])[CH:3]=3)[C:58]([O:61][CH3:62])([CH3:60])[CH3:59])=[N:56][C:52]=2[CH:51]=1 |f:1.2,7.8|. Reported procedure: Prepared analogously to Example 1g from 3-methyl-4-(pyrrolidin-1-ylcarbonyl)benzoic acid, TBTU, diisopropylethylamine, and 1-(5-chloro-1H-benzimidazol-2-yl)-2-methoxy-2-methylpropylamine in tetrahydrofuran. Yield: 76%; Rf value: 0.50 (silica gel; dichloromethane/ethanol=9:1); C25H29ClN4O3 (468.98); mass spectrum: (M+H)+=469/471 (chlorine isotope) and (M−H)−=467/469 (chlorine isotope). Reactants: [BH4-], C=CCC(C)C(=O)OCC, C=CCN, C=CCN=CC(C)CC=C, CC(C)C[AlH]CC(C)C, C=CCC(C)C=O, CO, ClCCl, [Na+]. The product is C=CCNCC(C)CC=C. Reaction SMILES: [BH4-:41].[CH2:1]([O:2][C:3](=[O:4])[CH:5]([CH3:6])[CH2:7][CH:8]=[CH2:9])[CH3:10].[CH2:27]([NH2:28])[CH:29]=[CH2:30].[CH2:31]([CH:32]=[CH2:33])[N:34]=[CH:35][CH:36]([CH2:37][CH:38]=[CH2:39])[CH3:40].[CH3:11][CH:12]([CH2:13][AlH:14][CH2:15][CH:16]([CH3:17])[CH3:18])[CH3:19].[CH3:20][CH:21]([CH2:22][CH:23]=[CH2:24])[CH:25]=[O:26].[CH3:46][OH:47].[Cl:43][CH2:44][Cl:45].[Na+:42]>>[CH2:31]([CH:32]=[CH2:33])[NH:34][CH2:35][CH:36]([CH2:37][CH:38]=[CH2:39])[CH3:40]. RXN SMILES: [CH2:28]1[O:29][CH2:30][CH2:31][CH2:32]1.[CH3:14][C:15]([CH3:16])([O-:17])[CH3:18].[CH3:1][O:2][c:3]1[n:4][c:5]2[c:6]([NH2:13])[cH:7][cH:8][n:9][c:10]2[cH:11][cH:12]1.[Cl:20][CH2:21][C:22](=[O:23])[O:24][CH2:25][CH3:26].[K+:19].[OH2:27]>>[CH3:1][O:2][c:3]1[n:4][c:5]2[c:6]([NH:13][C:22]([CH2:21][Cl:20])=[O:23])[cH:7][cH:8][n:9][c:10]2[cH:11][cH:12]1. Yields the product COc1ccc2nccc(NC(=O)CCl)c2n1. Reactants: C1CCOC1, CC(C)(C)[O-], COc1ccc2nccc(N)c2n1, CCOC(=O)CCl, [K+], O.